From a dataset of the Open Reaction Database (ORD), a public repository of structured organic reaction records. describe an organic reaction: reactants, conditions, products, and yield Starting materials: C=CCOc1c(Cl)cc(C(=O)NC2CCC(=O)N(CCC)N(CC(=O)NC3CC(=O)OC3OCc3ccccc3)C2=O)cc1Cl, CN1C(=O)CC(=O)N(C)C1=O, ClCCl, c1ccc(P(c2ccccc2)(c2ccccc2)[Pd](P(c2ccccc2)(c2ccccc2)c2ccccc2)(P(c2ccccc2)(c2ccccc2)c2ccccc2)P(c2ccccc2)(c2ccccc2)c2ccccc2)cc1. Yields the product CCCN1C(=O)CCC(NC(=O)c2cc(Cl)c(O)c(Cl)c2)C(=O)N1CC(=O)NC1CC(=O)OC1OCc1ccccc1. RXN SMILES: [CH2:1]([CH:2]=[CH2:3])[O:4][c:5]1[c:6]([Cl:45])[cH:7][c:8]([C:9](=[O:10])[NH:11][CH:12]2[C:13](=[O:41])[N:14]([CH2:23][C:24]([NH:25][CH:26]3[CH:27]([O:32][CH2:33][c:34]4[cH:35][cH:36][cH:37][cH:38][cH:39]4)[O:28][C:29](=[O:31])[CH2:30]3)=[O:40])[N:15]([CH2:20][CH2:21][CH3:22])[C:16](=[O:19])[CH2:17][CH2:18]2)[cH:42][c:43]1[Cl:44].[CH3:46][N:47]1[C:48](=[O:49])[CH2:50][C:51](=[O:52])[N:53]([CH3:54])[C:55]1=[O:56].[Cl:57][CH2:58][Cl:59].[cH:60]1[cH:61][cH:62][c:63]([P:64]([Pd:65]([P:66]([c:67]2[cH:68][cH:69][cH:70][cH:71][cH:72]2)([c:73]2[cH:74][cH:75][cH:76][cH:77][cH:78]2)[c:79]2[cH:80][cH:81][cH:82][cH:83][cH:84]2)([P:85]([c:86]2[cH:87][cH:88][cH:89][cH:90][cH:91]2)([c:92]2[cH:93][cH:94][cH:95][cH:96][cH:97]2)[c:98]2[cH:99][cH:100][cH:101][cH:102][cH:103]2)[P:104]([c:105]2[cH:106][cH:107][cH:108][cH:109][cH:110]2)([c:111]2[cH:112][cH:113][cH:114][cH:115][cH:116]2)[c:117]2[cH:118][cH:119][cH:120][cH:121][cH:122]2)([c:123]2[cH:124][cH:125][cH:126][cH:127][cH:128]2)[c:129]2[cH:130][cH:131][cH:132][cH:133][cH:134]2)[cH:135][cH:136]1>>[OH:4][c:5]1[c:6]([Cl:45])[cH:7][c:8]([C:9](=[O:10])[NH:11][CH:12]2[C:13](=[O:41])[N:14]([CH2:23][C:24]([NH:25][CH:26]3[CH:27]([O:32][CH2:33][c:34]4[cH:35][cH:36][cH:37][cH:38][cH:39]4)[O:28][C:29](=[O:31])[CH2:30]3)=[O:40])[N:15]([CH2:20][CH2:21][CH3:22])[C:16](=[O:19])[CH2:17][CH2:18]2)[cH:42][c:43]1[Cl:44]. Starting materials: FC=1C(=NC(=CC1)N1N=CC=2C=NC(=CC21)C2=NC(=CN=C2)C)N2C[C@H](CCC2)NC(OC(C)(C)C)=O (tert-butyl N-[(3S)-1-[3-fluoro-6-[6-(6-methylpyrazin-2-yl)pyrazolo[4,3-c]pyridin-1-yl]-2-pyridyl]-3-piperidyl]carbamate). Solvent: C(=O)(C(F)(F)F)O (TFA), ClCCl (dichloromethane). Conditions: time 8 hour. Yields the product FC=1C(=NC(=CC1)N1N=CC=2C=NC(=CC21)C2=NC(=CN=C2)C)N2C[C@H](CCC2)N ((S)-1-(3-fluoro-6-(6-(6-methylpyrazin-2-yl)-1H-pyrazolo[4,3-c]pyridin-1-yl)pyridin-2-yl)piperidin-3-amine). Isolated yield 78.5%. RXN SMILES: [F:1][C:2]1[C:3]([N:24]2[CH2:29][CH2:28][CH2:27][C@H:26]([NH:30]C(=O)OC(C)(C)C)[CH2:25]2)=[N:4][C:5]([N:8]2[C:16]3[CH:15]=[C:14]([C:17]4[CH:22]=[N:21][CH:20]=[C:19]([CH3:23])[N:18]=4)[N:13]=[CH:12][C:11]=3[CH:10]=[N:9]2)=[CH:6][CH:7]=1>C(O)(C(F)(F)F)=O.ClCCl>[F:1][C:2]1[C:3]([N:24]2[CH2:29][CH2:28][CH2:27][C@H:26]([NH2:30])[CH2:25]2)=[N:4][C:5]([N:8]2[C:16]3[CH:15]=[C:14]([C:17]4[CH:22]=[N:21][CH:20]=[C:19]([CH3:23])[N:18]=4)[N:13]=[CH:12][C:11]=3[CH:10]=[N:9]2)=[CH:6][CH:7]=1. Reported procedure: A mixture of tert-butyl N-[(3S)-1-[3-fluoro-6-[6-(6-methylpyrazin-2-yl)pyrazolo[4,3-c]pyridin-1-yl]-2-pyridyl]-3-piperidyl]carbamate (0.1345 mmol; 113.1 mg) in TFA (1 mL) and dichloromethane (4 mL) was stirred at room temperature overnight. The mixture was concentrated and the residue was purified by reverse phase HPLC to afford 215 as an off-white solid (42.7 mg, 77%). 1H NMR (400 MHz, DMSO) δ 9.58-9.55 (s, 1H), 9.47-9.43 (s, 1H), 9.33-9.30 (s, 1H), 8.69-8.65 (s, 1H), 8.64-8.62 (s, 1H), 8.35-8....